Dataset: the Open Reaction Database (ORD), a public repository of structured organic reaction records. Task: describe an organic reaction: reactants, conditions, products, and yield Isolated yield 21.8%. Reaction conditions: temperature 0 celsius, time 10 minute. Reactants: [BH4-].[Na+] (NaBH4), ClC=1C(=NC=CN1)C(=O)O (3-chloropyrazine-2-carboxylic acid), TEA, ClC(=O)OC (methyl chloroformate). Product: ClC=1C(=NC=CN1)CO ((3-chloropyrazin-2-yl)methanol). RXN SMILES: [Cl:1][C:2]1[C:3]([C:8](O)=[O:9])=[N:4][CH:5]=[CH:6][N:7]=1.ClC(OC)=O.[BH4-].[Na+]>C1COCC1.O>[Cl:1][C:2]1[C:3]([CH2:8][OH:9])=[N:4][CH:5]=[CH:6][N:7]=1 |f:2.3|. Reported procedure: To a solution of 3-chloropyrazine-2-carboxylic acid (2.0 g, 12.70 mmol, 1.0 eq.) and TEA (3.50 mL, 25.40 mmol, 2.0 eq.) in THF (50 mL) was added methyl chloroformate (1.2 mL, 15.20 mmol, 1.2 eq.) at 0° C. The mixture was stirred at 0° C. for 10 min and filtered. To this filtrate was added a suspension of NaBH4 (0.97 g, 25.40 mmol, 2 eq.) in water (1.0 mL) at 0° C. The mixture was stirred at 0° C. for 1 h, quenched with NH4Cl(aq) solution, and extracted with EtOAc twice. The combined organic laye... Solvent: O (water), C1CCOC1 (THF).